This data is from the Open Reaction Database (ORD), a public repository of structured organic reaction records. The task is: describe an organic reaction: reactants, conditions, products, and yield Starting materials: C(#N)CCNN ((2-cyanoethyl)hydrazine), C(C1=CC=CC=C1)=O (benzaldehyde), C(C)O (ethanol). Product: C(C)(=O)N(N=CC1=CC=CC=C1)CCC#N (Benzaldehyde acetyl(2-cyanoethyl)hydrazone). Reaction SMILES: [C:1]([CH2:3][CH2:4][NH:5][NH2:6])#[N:2].[CH:7](=O)[C:8]1[CH:13]=[CH:12][CH:11]=[CH:10][CH:9]=1.[CH2:15]([OH:17])[CH3:16]>>[C:15]([N:5]([CH2:4][CH2:3][C:1]#[N:2])[N:6]=[CH:7][C:8]1[CH:13]=[CH:12][CH:11]=[CH:10][CH:9]=1)(=[O:17])[CH3:16]. Procedure: 10-2 moles of (2-cyanoethyl)hydrazine are added to a solution containing 10-2 moles of benzaldehyde in 20 ml of ethanol. The reaction is left under reflux for 30 minutes. At the end of the reaction, the mixture is cooled. After evaporation of the solvents, the product obtained is in the form of an extremely unstable oil. The crude reaction yield is 81%. The reactants are solution, [H-].[Al+3].[Li+].[H-].[H-].[H-] (lithium aluminium hydride), C(C)N(CCOC1=CC=C(C#N)C=C1)CC (4-(2-diethylaminoethoxy)benzonitrile). Solvent: O1CCCC1 (tetrahydrofuran). Run at time 8 hour. Product: C(C)N(CCOC1=CC=C(CN)C=C1)CC (4-(2-diethylaminoethoxy)benzylamine). Yield: 70.6%. As a reaction SMILES: [H-].[Al+3].[Li+].[H-].[H-].[H-].[CH2:7]([N:9]([CH2:21][CH3:22])[CH2:10][CH2:11][O:12][C:13]1[CH:20]=[CH:19][C:16]([C:17]#[N:18])=[CH:15][CH:14]=1)[CH3:8]>O1CCCC1>[CH2:21]([N:9]([CH2:7][CH3:8])[CH2:10][CH2:11][O:12][C:13]1[CH:14]=[CH:15][C:16]([CH2:17][NH2:18])=[CH:19][CH:20]=1)[CH3:22] |f:0.1.2.3.4.5|. Procedure: A 1M solution of lithium aluminium hydride (5 ml; 5 mmol) was added dropwise to a stirred solution of 1.01 g (5 mmol) of 4-(2-diethylaminoethoxy)benzonitrile in 5 ml of dry tetrahydrofuran at 0° C. The mixture was warmed to room temperature and stirred overnight. The reaction was quenched by the cautious addition of a saturated solution of 5 ml of Rochelle's salt and then evaporated. The residue was partitioned between 25 ml of diethyl ether and 25 ml of water and the organic phase was separated... Starting materials: ClC1=C(C(=O)O)C=C(C=C1)[N+](=O)[O-] (2-chloro-5-nitro-benzoic acid), acid chloride, OC(C(=O)OCC)(C)C (ethyl α-hydroxy-isobutyrate). Yields the product ClC1=C(C(=O)OC(C(=O)OCC)(C)C)C=C(C=C1)[N+](=O)[O-] (ethyl 2-(2-chloro-5-nitro-benzoyloxy)-2-methyl-propionate). RXN SMILES: [Cl:1][C:2]1[CH:10]=[CH:9][C:8]([N+:11]([O-:13])=[O:12])=[CH:7][C:3]=1[C:4]([OH:6])=[O:5].O[C:15]([CH3:22])([CH3:21])[C:16]([O:18][CH2:19][CH3:20])=[O:17]>>[Cl:1][C:2]1[CH:10]=[CH:9][C:8]([N+:11]([O-:13])=[O:12])=[CH:7][C:3]=1[C:4]([O:6][C:15]([CH3:22])([CH3:21])[C:16]([O:18][CH2:19][CH3:20])=[O:17])=[O:5]. Reported procedure: Analogously to the procedure described in Example 74, from 2-chloro-5-nitro-benzoic acid via its acid chloride and ethyl α-hydroxy-isobutyrate there is obtained ethyl 2-(2-chloro-5-nitro-benzoyloxy)-2-methyl-propionate, m.p. 64°-66° C., which is subsequently reduced to ethyl 2-(5-amino-2-chloro-benzoyloxy)-2-methyl-propionate. B.p. 200°-230° C./0.1 torr; The reactants are Br, Br, CC(=O)O, ClCCl, CC(=O)c1cnn2cc(-c3ccc(F)cc3)ccc12. Yields the product O=C(CBr)c1cnn2cc(-c3ccc(F)cc3)ccc12. RXN SMILES: [Br:1].[BrH:21].[C:25]([OH:26])(=[O:27])[CH3:28].[Cl:22][CH2:23][Cl:24].[F:2][c:3]1[cH:4][cH:5][c:6](-[c:9]2[cH:10][cH:11][c:12]3[n:13]([cH:14]2)[n:15][cH:16][c:17]3[C:18]([CH3:19])=[O:20])[cH:7][cH:8]1>>[F:2][c:3]1[cH:4][cH:5][c:6](-[c:9]2[cH:10][cH:11][c:12]3[n:13]([cH:14]2)[n:15][cH:16][c:17]3[C:18]([CH2:19][Br:21])=[O:20])[cH:7][cH:8]1. Starting materials: O1C(CCCC1)OCC1=CC=C(C=C1)C1=C(C=CC=C1)[N+](=O)[O-] (4-(tetrahydropyranyloxy)methyl-2'-nitro-1,1'-biphenyl), [H][H] (hydrogen). Reagents/catalysts: [Pd] (palladium on carbon). Solvent: CO (methanol). Run at time 2 hour. Product: O1C(CCCC1)OCC1=CC=C(C=C1)C1=C(C=CC=C1)N (4-(Tetrahydropyranyloxy)methyl-2'-amino-1,1'-biphenyl). Isolated yield 95.4%. As a reaction SMILES: [O:1]1[CH2:6][CH2:5][CH2:4][CH2:3][CH:2]1[O:7][CH2:8][C:9]1[CH:14]=[CH:13][C:12]([C:15]2[CH:20]=[CH:19][CH:18]=[CH:17][C:16]=2[N+:21]([O-])=O)=[CH:11][CH:10]=1.[H][H]>CO.[Pd]>[O:1]1[CH2:6][CH2:5][CH2:4][CH2:3][CH:2]1[O:7][CH2:8][C:9]1[CH:14]=[CH:13][C:12]([C:15]2[CH:20]=[CH:19][CH:18]=[CH:17][C:16]=2[NH2:21])=[CH:11][CH:10]=1. Reported procedure: A solution of 4-(tetrahydropyranyloxy)methyl-2'-nitro-1,1'-biphenyl (4.12 g, 13.2 mmol) in 100 mL of methanol was hydrogenated at 40 psi in the presence of 5% palladium on carbon. After 2 hours, uptake of hydrogen was complete. The reaction mixture was filtered through diatomacious earth, and the filter cake washed with methanol. The filtrate was evaporated under vacuum to yield 3.57 g of the product. Reactants: CCOC(=O)CBr, [K+], [K+], O=C([O-])[O-], CN(C)C=O, O, O=C(Cc1cccc(O)c1)c1cccc(O)c1. The product is CCOC(=O)COc1cccc(CC(=O)c2cccc(O)c2)c1. Reaction SMILES: [Br:18][CH2:19][C:20](=[O:21])[O:22][CH2:23][CH3:24].[K+:25].[K+:26].[O-:27][C:28]([O-:29])=[O:30].[O:32]=[CH:33][N:34]([CH3:35])[CH3:36].[OH2:31].[OH:1][c:2]1[cH:3][c:4]([C:8](=[O:9])[CH2:10][c:11]2[cH:12][c:13]([OH:17])[cH:14][cH:15][cH:16]2)[cH:5][cH:6][cH:7]1>>[OH:1][c:2]1[cH:3][c:4]([C:8](=[O:9])[CH2:10][c:11]2[cH:12][c:13]([O:17][CH2:19][C:20](=[O:21])[O:22][CH2:23][CH3:24])[cH:14][cH:15][cH:16]2)[cH:5][cH:6][cH:7]1. Reactants: Cl.ClC1=C(C=CC=C1F)C1CCNCC1 (4-(2-Chloro-3-fluorophenyl)piperidine Hydrochloride), C(C)(C)(C)OC(=O)N1CC2=C(CC1)NN=C2C(=O)O (5-(tert-butoxycarbonyl)-4,5,6,7-tetrahydro-1H-pyrazolo[4,3-c]pyridine-3-carboxylic acid), C(C)(C)N(CC)C(C)C (diisopropylethylamine), CCN=C=NCCCN(C)C (EDCI), C=1C=CC2=C(C1)N=NN2O (HOBt). Solvent: O (H2O), CN(C)C=O (DMF). Reaction conditions: time 24 hour. Yields the product ClC1=C(C=CC=C1F)C1CCN(CC1)C(=O)C1=NNC2=C1CN(CC2)C(=O)OC(C)(C)C (tert-butyl 3-(4-(2-chloro-3-fluorophenyl)piperidine-1-carbonyl)-6,7-dihydro-1Hpyrazolo[4,3-c]pyridine-5(4H)-carboxylate). Isolated yield 83.4%. As a reaction SMILES: Cl.[Cl:2][C:3]1[C:8]([F:9])=[CH:7][CH:6]=[CH:5][C:4]=1[CH:10]1[CH2:15][CH2:14][NH:13][CH2:12][CH2:11]1.[C:16]([O:20][C:21]([N:23]1[CH2:28][CH2:27][C:26]2[NH:29][N:30]=[C:31]([C:32](O)=[O:33])[C:25]=2[CH2:24]1)=[O:22])([CH3:19])([CH3:18])[CH3:17].C(N(C(C)C)CC)(C)C.CCN=C=NCCCN(C)C.C1C=CC2N(O)N=NC=2C=1>CN(C=O)C.O>[Cl:2][C:3]1[C:8]([F:9])=[CH:7][CH:6]=[CH:5][C:4]=1[CH:10]1[CH2:15][CH2:14][N:13]([C:32]([C:31]2[C:25]3[CH2:24][N:23]([C:21]([O:20][C:16]([CH3:19])([CH3:18])[CH3:17])=[O:22])[CH2:28][CH2:27][C:26]=3[NH:29][N:30]=2)=[O:33])[CH2:12][CH2:11]1 |f:0.1|. Reported procedure: To a solution of 4-(2-chloro-3-fluorophenyl)piperidine hydrochloride (14, 90 mg, 0.36 mmol), 5-(tert-butoxycarbonyl)-4,5,6,7-tetrahydro-1H-pyrazolo[4,3-c]pyridine-3-carboxylic acid (96 mg, 0.36 mmol), and diisopropylethylamine (0.19 mL, 1.08 mmol) in DMF (7.8 mL) was added EDCI (83 mg, 0.43 mmol) and HOBt (58 mg, 0.43 mmol). The resulting solution was stirred at ambient temperature for 24 h. The reaction mixture was diluted with H2O (30 mL), and the resulting precipitate was collected by filtrat... Reactants: BrC1=CC=C(C=C1)CC(C)=O ((4-bromophenyl)acetone), BrC1=CC=C(C=O)C=C1 (4-bromobenzaldehyde), CC1=CC=C(C=S)C=C1 (4-methylthiobenzaldehyde), C1(=CC=CC=C1)CC(C)=O (phenylacetone). The product is BrC1=CC=C(C=C1)C(C(C)=O)=CC1=CC=C(C=C1)SC (3-(4-Bromophenyl)-4-(4-methylthiophenyl)-3-buten-2-one). Reaction SMILES: [Br:1][C:2]1[CH:7]=[CH:6][C:5]([CH2:8][C:9](=[O:11])[CH3:10])=[CH:4][CH:3]=1.CC1C=CC([CH:17]=[S:18])=CC=1.[C:21]1([CH2:27]C(=O)C)[CH:26]=[CH:25][CH:24]=[CH:23][CH:22]=1.BrC1C=CC(C=O)=CC=1>>[Br:1][C:2]1[CH:3]=[CH:4][C:5]([C:8](=[CH:27][C:21]2[CH:26]=[CH:25][C:24]([S:18][CH3:17])=[CH:23][CH:22]=2)[C:9](=[O:11])[CH3:10])=[CH:6][CH:7]=1. Reported procedure: The title compound was prepared according to the procedure of step 1 in the Example 190 using (4-bromophenyl)acetone and 4-methylthiobenzaldehyde, instead of phenylacetone and 4-bromobenzaldehyde. The reactants are C(C(=O)Cl)(=O)Cl (Oxalylchloride), FC1=CC=C(C=C1)[C@H]1C(=CNC(C1)=O)C(=O)O ((S)-4-(4-fluoro-phenyl)-6-oxo-1,4,5,6-tetrahydro-pyridine-3-carboxylic acid). Reagents/catalysts: CN(C)C=O (DMF). Solvent: ClCCl (dichloromethane). Reaction conditions: time 30 minute. Yields the product FC1=CC=C(C=C1)[C@H]1C(=CNC(C1)=O)C(=O)Cl ((S)-4-(4-fluoro-phenyl)-6-oxo-1,4,5,6-tetrahydro-pyridine-3-carboxylic acid chloride). RXN SMILES: [C:1](Cl)(=O)[C:2]([Cl:4])=[O:3].[F:7][C:8]1[CH:13]=[CH:12][C:11]([C@@H:14]2[CH2:19][C:18](=[O:20])[NH:17][CH:16]=C2C(O)=O)=[CH:10][CH:9]=1>ClCCl.CN(C=O)C>[F:7][C:8]1[CH:9]=[CH:10][C:11]([C@@H:14]2[CH2:19][C:18](=[O:20])[NH:17][CH:16]=[C:1]2[C:2]([Cl:4])=[O:3])=[CH:12][CH:13]=1. Reported procedure: Oxalylchloride (0.91 g 7.2 mmol) was added to a room temperature solution of (S)-4-(4-fluoro-phenyl)-6-oxo-1,4,5,6-tetrahydro-pyridine-3-carboxylic acid (1.124 g, 4.8 mmol) in dichloromethane (10 ml) containing 2 drops of DMF. The reaction mixture was stirred for 30 minutes and then solvent was removed under reduced pressure to give crude (S)-4-(4-fluoro-phenyl)-6-oxo-1,4,5,6-tetrahydro-pyridine-3-carboxylic acid chloride, which was not removed from the flask. Dichloromethane (10 mL) was added, ... The reactants are ClC1=C2C=CC(=NC2=NC=C1)C (5-Chloro-2-methyl-[1,8]naphthyridine), NC1=C(C=CC(=C1)OCC1=CC=CC=C1)SC1=CC=C(C=C1)NC(C)=O (N-[4-(2-Amino-4-benzyloxy-phenylsulfanyl)-phenyl]-acetamide). Run in C(C)O (ethanol). Product: C(C1=CC=CC=C1)OC1=CC(=C(C=C1)SC1=CC=C(C=C1)NC(C)=O)NC1=CC=NC2=NC(=CC=C12)C (N-{4-[4-Benzyloxy-2-(7-methyl-[1,8]naphthyridin-4-ylamino)-phenylsulfanyl]-phenyl}-acetamide). RXN SMILES: Cl[C:2]1[CH:11]=[CH:10][N:9]=[C:8]2[C:3]=1[CH:4]=[CH:5][C:6]([CH3:12])=[N:7]2.[NH2:13][C:14]1[CH:19]=[C:18]([O:20][CH2:21][C:22]2[CH:27]=[CH:26][CH:25]=[CH:24][CH:23]=2)[CH:17]=[CH:16][C:15]=1[S:28][C:29]1[CH:34]=[CH:33][C:32]([NH:35][C:36](=[O:38])[CH3:37])=[CH:31][CH:30]=1>C(O)C>[CH2:21]([O:20][C:18]1[CH:17]=[CH:16][C:15]([S:28][C:29]2[CH:34]=[CH:33][C:32]([NH:35][C:36](=[O:38])[CH3:37])=[CH:31][CH:30]=2)=[C:14]([NH:13][C:2]2[C:3]3[C:8](=[N:7][C:6]([CH3:12])=[CH:5][CH:4]=3)[N:9]=[CH:10][CH:11]=2)[CH:19]=1)[C:22]1[CH:27]=[CH:26][CH:25]=[CH:24][CH:23]=1. Reported procedure: The product from Example 1d (30 mg, 0.17 mmol) was reacted in ethanol (1 mL) with the product from Example 233a (62 mg, 0.17 mmol) for 18 h following the procedure from Example 1g giving the crude title compound which was purified by HPLC with TFA providing the product as a trifluoroacetic acid salt (24 mg, 47%). 1H NMR (300 MHz, DMSO-d6) ppm: 2.02 (s, 3 H) 2.75 (s, 3H) 5.15 (s, 2H) 6.29 (d, J=7.35 Hz, 1H) 7.12 (d, J=8.82 Hz, 2H) 7.16-7.27 (m, 2H) 7.29-7.52 (m, 8H) 7.78 (d, J=8.82 Hz, 1H) 8.36 (...